From a dataset of the Open Reaction Database (ORD), a public repository of structured organic reaction records. describe an organic reaction: reactants, conditions, products, and yield Starting materials: NC1=C(C(=O)N)C=CC=C1OC (2-amino-3-methoxy-benzamide), OCCOC1=C(C=C(C=O)C=C1C)C (4-(2-hydroxyethoxy)-3,5-dimethyl benzaldehyde), OS(=O)[O-].[Na+] (NaHSO3), CC=1C=CC(=CC1)S(=O)(=O)O (p-TSA). Run in CN(C(C)=O)C (N,N-dimethyl acetamide). Run at temperature 115 celsius, time 1 hour. Product: OCCOC1=C(C=C(C=C1C)C1=NC2=C(C=CC=C2C(N1)=O)OC)C (2-[4-(2-hydroxy-ethoxy)-3,5-dimethyl-phenyl]-8-methoxy-3H-quinazolin-4-one). As a reaction SMILES: [NH2:1][C:2]1[C:10]([O:11][CH3:12])=[CH:9][CH:8]=[CH:7][C:3]=1[C:4]([NH2:6])=[O:5].[OH:13][CH2:14][CH2:15][O:16][C:17]1[C:24]([CH3:25])=[CH:23][C:20]([CH:21]=O)=[CH:19][C:18]=1[CH3:26].OS([O-])=O.[Na+].CC1C=CC(S(O)(=O)=O)=CC=1>CN(C)C(=O)C>[OH:13][CH2:14][CH2:15][O:16][C:17]1[C:24]([CH3:25])=[CH:23][C:20]([C:21]2[NH:6][C:4](=[O:5])[C:3]3[C:2](=[C:10]([O:11][CH3:12])[CH:9]=[CH:8][CH:7]=3)[N:1]=2)=[CH:19][C:18]=1[CH3:26] |f:2.3|. Procedure details: To a solution of 2-amino-3-methoxy-benzamide (700 mg, 4.22 mmol) and 4-(2-hydroxyethoxy)-3,5-dimethyl benzaldehyde (823 mg, 4.22 mmol) in N,N-dimethyl acetamide (10 mL) were added NaHSO3 (58.5 wt %, 841 mg, 4.64 mmol) and p-TSA (160 mg, 0.84 mmol). The reaction mixture was heated at 115° C. for 16 hours, then cooled to room temperature. Solvent was removed under reduced pressure. Water (100 mL) was added and stirred for 1 hour at room temperature. The solid separated was filtered and dried. The ...